This data is from the Open Reaction Database (ORD), a public repository of structured organic reaction records. The task is: describe an organic reaction: reactants, conditions, products, and yield Reactants: solution, FC(C(=O)O)(F)F (trifluoroacetic acid), NC1=C2C(=NC=N1)N(N=C2C2=CC(=C(C=C2)NC(=O)OC(C)(C)C)OC)C2CCN(CC2)C(=O)OCC2=CC=CC=C2 (benzyl 4-(4-amino-3-{4-[(tert-butoxycarbonyl)amino]-3-methoxyphenyl}-1H-pyrazolo[3,4-d]pyrimidin-1-yl)-1-piperidinecarboxylate). Solvent: ClCCl (dichloromethane), ClCCl (dichloromethane). Conditions: time 18 hour. Yields the product NC1=C2C(=NC=N1)N(N=C2C2=CC(=C(C=C2)N)OC)C2CCN(CC2)C(=O)OCC2=CC=CC=C2 (benzyl 4-[4-amino-3-(4-amino-3-methoxyphenyl)-1H-pyrazolo[3,4-d]pyrimidin-1-yl]-1-piperidinecarboxylate). Yield: 94.8%. RXN SMILES: [NH2:1][C:2]1[N:7]=[CH:6][N:5]=[C:4]2[N:8]([CH:27]3[CH2:32][CH2:31][N:30]([C:33]([O:35][CH2:36][C:37]4[CH:42]=[CH:41][CH:40]=[CH:39][CH:38]=4)=[O:34])[CH2:29][CH2:28]3)[N:9]=[C:10]([C:11]3[CH:16]=[CH:15][C:14]([NH:17]C(OC(C)(C)C)=O)=[C:13]([O:25][CH3:26])[CH:12]=3)[C:3]=12.FC(F)(F)C(O)=O>ClCCl>[NH2:1][C:2]1[N:7]=[CH:6][N:5]=[C:4]2[N:8]([CH:27]3[CH2:32][CH2:31][N:30]([C:33]([O:35][CH2:36][C:37]4[CH:38]=[CH:39][CH:40]=[CH:41][CH:42]=4)=[O:34])[CH2:29][CH2:28]3)[N:9]=[C:10]([C:11]3[CH:16]=[CH:15][C:14]([NH2:17])=[C:13]([O:25][CH3:26])[CH:12]=3)[C:3]=12. Procedure details: To a mixture of benzyl 4-(4-amino-3-{4-[(tert-butoxycarbonyl)amino]-3-methoxyphenyl}-1H-pyrazolo[3,4-d]pyrimidin-1-yl)-1-piperidinecarboxylate (7.68 g, 0.0134 mol) in dichloromethane (10 mL) was added a 25% solution of trifluoroacetic acid in dichloromethane at 0° C. The mixture was stirred under an atmosphere of nitrogen at room temperature for 18 hours. The solvents were removed under reduced pressure. The residue was cooled to 0° C. and basified with an aqueous 5 N solution of sodium hydroxid... The reactants are CCO, CCOC(=O)C1CCN(C(C)C)CC1, NN, O. Product: CC(C)N1CCC(C(=O)NN)CC1. As a reaction SMILES: [CH3:18][CH2:19][OH:20].[CH3:1][CH:2]([CH3:3])[N:4]1[CH2:5][CH2:6][CH:7]([C:10]([O:12][CH2:11][CH3:13])=[O:14])[CH2:8][CH2:9]1.[NH2:16][NH2:17].[OH2:15]>>[CH3:1][CH:2]([CH3:3])[N:4]1[CH2:5][CH2:6][CH:7]([C:10](=[O:12])[NH:16][NH2:17])[CH2:8][CH2:9]1.